Task: describe an organic reaction: reactants, conditions, products, and yield. Dataset: the Open Reaction Database (ORD), a public repository of structured organic reaction records Reactants: CC(C)(C)OC(=O)NC1CCN(c2c(F)cc3c(=O)c(C(=O)O)cn(-c4ccc(F)cc4)c3c2F)C1, O=C(O)C(F)(F)F. Product: NC1CCN(c2c(F)cc3c(=O)c(C(=O)O)cn(-c4ccc(F)cc4)c3c2F)C1. RXN SMILES: [C:1]([O:2][C:3](=[O:4])[NH:8][CH:9]1[CH2:10][N:11]([c:14]2[c:15]([F:36])[cH:16][c:17]3[c:18](=[O:35])[c:19]([C:32](=[O:33])[OH:34])[cH:20][n:21](-[c:25]4[cH:26][cH:27][c:28]([F:31])[cH:29][cH:30]4)[c:22]3[c:23]2[F:24])[CH2:12][CH2:13]1)([CH3:5])([CH3:6])[CH3:7].[OH:37][C:38]([C:39]([F:40])([F:41])[F:42])=[O:43]>>[NH2:8][CH:9]1[CH2:10][N:11]([c:14]2[c:15]([F:36])[cH:16][c:17]3[c:18](=[O:35])[c:19]([C:32](=[O:33])[OH:34])[cH:20][n:21](-[c:25]4[cH:26][cH:27][c:28]([F:31])[cH:29][cH:30]4)[c:22]3[c:23]2[F:24])[CH2:12][CH2:13]1. The reactants are C(C)C1=CC(=C(C=C1)I)OC(C)C (4-Ethyl-1-iodo-2-isopropoxy-benzene), CN(C=O)C (dimethylformamide), O (water). Reagents/catalysts: [C-]#N.[Zn+2].[C-]#N (Zinc cyanide), [Pd].C1(=CC=CC=C1)P(C1=CC=CC=C1)C1=CC=CC=C1.C1(=CC=CC=C1)P(C1=CC=CC=C1)C1=CC=CC=C1.C1(=CC=CC=C1)P(C1=CC=CC=C1)C1=CC=CC=C1.C1(=CC=CC=C1)P(C1=CC=CC=C1)C1=CC=CC=C1 (Tetrakis(triphenylphosphine)-palladium). Conditions: temperature 90 celsius, time 10 minute. Product: C(C)C1=CC(=C(C#N)C=C1)OC(C)C (4-ethyl-2-isopropoxy-benzonitrile). The yield is 56.0%. RXN SMILES: [CH2:1]([C:3]1[CH:8]=[CH:7][C:6](I)=[C:5]([O:10][CH:11]([CH3:13])[CH3:12])[CH:4]=1)[CH3:2].O.[CH3:15][N:16](C)C=O>[C-]#N.[Zn+2].[C-]#N.[Pd].C1(P(C2C=CC=CC=2)C2C=CC=CC=2)C=CC=CC=1.C1(P(C2C=CC=CC=2)C2C=CC=CC=2)C=CC=CC=1.C1(P(C2C=CC=CC=2)C2C=CC=CC=2)C=CC=CC=1.C1(P(C2C=CC=CC=2)C2C=CC=CC=2)C=CC=CC=1>[CH2:1]([C:3]1[CH:8]=[CH:7][C:6]([C:15]#[N:16])=[C:5]([O:10][CH:11]([CH3:13])[CH3:12])[CH:4]=1)[CH3:2] |f:3.4.5,6.7.8.9.10|. Reported procedure: 4-Ethyl-1-iodo-2-isopropoxy-benzene (0.93 g, 3.2 mmol) was dissolved in dimethylformamide (5 mL). Zinc cyanide (226 mg, 1.92 mmol) was added. Argon gas was passed through the mixture for 10 min. Tetrakis(triphenylphosphine)-palladium(184 mg, 0.16 mmol) was added and the mixture was heated at 90° C. for 5 h. The reaction mixture was cooled to room temperature and poured into water. The mixture was extracted with diethyl ether. The organic extracts were washed with brine and dried over anhydrous m... Starting materials: C=CC#N, CC1(n2nnc3cnc4[nH]ccc4c32)CCNCC1, CCO. Product: CC1(n2nnc3cnc4[nH]ccc4c32)CCN(CCC#N)CC1. Reaction SMILES: [CH2:20]=[CH:21][C:22]#[N:23].[CH3:1][C:2]1([n:8]2[n:9][n:10][c:11]3[cH:12][n:13][c:14]4[nH:15][cH:16][cH:17][c:18]4[c:19]23)[CH2:3][CH2:4][NH:5][CH2:6][CH2:7]1.[CH3:24][CH2:25][OH:26]>>[CH3:1][C:2]1([n:8]2[n:9][n:10][c:11]3[cH:12][n:13][c:14]4[nH:15][cH:16][cH:17][c:18]4[c:19]23)[CH2:3][CH2:4][N:5]([CH2:20][CH2:21][C:22]#[N:23])[CH2:6][CH2:7]1. Reactants: Cl.ClC1=CC=C(CN(N)C2=CC=C(C=C2)C(C)(C)C)C=C1 (1-(4-chlorobenzyl)-1-(4-tert-butylphenyl) hydrazine hydrochloride), ethyl and isopropyl esters, CCOC(=O)CC1CCCCC1=O (ethyl 2-cyclohexanone acetate). The product is ClC1=CC=C(CN2C3=CC=C(C=C3C=3CCCC(C23)CC(=O)OCC)C(C)(C)C)C=C1 (Ethyl 9-p-chlorobenzyl-6-tert-butyl-1,2,3,4-tetrahydrocarbazol-1-yl-acetate). Reaction SMILES: Cl.[Cl:2][C:3]1[CH:21]=[CH:20][C:6]([CH2:7][N:8]([C:10]2[CH:15]=[CH:14][C:13]([C:16]([CH3:19])([CH3:18])[CH3:17])=[CH:12][CH:11]=2)N)=[CH:5][CH:4]=1.[CH3:22][CH2:23][O:24][C:25]([CH2:27][CH:28]1[C:33](=O)[CH2:32][CH2:31][CH2:30][CH2:29]1)=[O:26]>>[Cl:2][C:3]1[CH:21]=[CH:20][C:6]([CH2:7][N:8]2[C:29]3[CH:28]([CH2:27][C:25]([O:24][CH2:23][CH3:22])=[O:26])[CH2:33][CH2:32][CH2:31][C:30]=3[C:15]3[C:10]2=[CH:11][CH:12]=[C:13]([C:16]([CH3:19])([CH3:18])[CH3:17])[CH:14]=3)=[CH:5][CH:4]=1 |f:0.1|. Reported procedure: Following the procedure of Example 1, but using 1-(4-chlorobenzyl)-1-(4-tert-butylphenyl) hydrazine hydrochloride and ethyl 2-cyclohexanone acetate as starting materials, the title compound was prepared as a mixture of ethyl and isopropyl esters. The product is BrC(C(=O)C1=CC=C(C=C1)OC1=CC=C(C=C1)C(C(C)(C)Br)=O)(C)C (2-bromo-1-{4-[4-(2-bromo-2-methyl-propionyl)-phenoxy]-phenyl}-2-methyl-propan-1-one). The solvent is O (water), ClCCl (dichloromethane). Reaction SMILES: [C:1]1([O:7][C:8]2[CH:13]=[CH:12][CH:11]=[CH:10][CH:9]=2)[CH:6]=[CH:5][CH:4]=[CH:3][CH:2]=1.[Br:14][C:15]([CH3:20])([CH3:19])[C:16](Br)=[O:17].[Cl-].[Cl-].[Cl-].[Al+3].Cl>ClCCl.O>[Br:14][C:15]([CH3:20])([CH3:19])[C:16]([C:11]1[CH:10]=[CH:9][C:8]([O:7][C:1]2[CH:2]=[CH:3][C:4]([C:16](=[O:17])[C:15]([Br:14])([CH3:20])[CH3:19])=[CH:5][CH:6]=2)=[CH:13][CH:12]=1)=[O:17] |f:2.3.4.5|. Procedure details: To a solution of 5 g (29.37 mmols) of diphenylether and 15.23 g (64.61 mmols) of alpha-bromoisobutrylbromide (purity 97.5% by weight) in 50 ml of dichloromethane in about 30′ 8.61 g (64.61 mmols) of aluminum trichloride were added, maintaining the temperature between 0° and 5° C. After 1.5 h the reaction mixture was poured in a mixture of 200 ml of water and ice and 4 ml of 37% HCl. The organic phase was separated and washed with brine, dried on sodium sulphate, and filtered, A sample obtained a... The reactants are Cl (HCl), C1(=CC=CC=C1)OC1=CC=CC=C1 (diphenylether), BrC(C(=O)Br)(C)C (alpha-bromoisobutrylbromide), [Cl-].[Cl-].[Cl-].[Al+3] (aluminum trichloride). Product: ClC=1C=C(C=CC1OCC1=CC(=CC=C1)F)NC=1C2=C(N=CN1)C=C(N2)CCCO (3-[4-({3-chloro-4-[(3-fluorobenzyl)oxy]phenyl}amino)-5H-pyrrolo[3,2-d]pyrimidin-6-yl]propan-1-ol). Procedure: A mixture of 5-[5-amino-6-({3-chloro-4-[(3-fluorobenzyl)oxy]phenyl}amino)pyrimidin-4-yl]pent-4-yn-1-ol (140 mg) and copper(I) iodide (19 mg) in N,N-dimethylformamide (2.0 mL) was stirred at 80° C. for 5 hrs. After concentration under reduced pressure, the residue was separated and purified by column chromatography (basic silica gel, eluent, ethyl acetate→methanol:ethyl acetate=15:85) to give the title compound (95.2 mg) as pale-brown powder crystals. Isolated yield 68.0%. The solvent is CN(C=O)C (N,N-dimethylformamide). Conditions: temperature 80 celsius, time 5 hour. Reactants: NC=1C(=NC=NC1NC1=CC(=C(C=C1)OCC1=CC(=CC=C1)F)Cl)C#CCCCO (5-[5-amino-6-({3-chloro-4-[(3-fluorobenzyl)oxy]phenyl}amino)pyrimidin-4-yl]pent-4-yn-1-ol). As a reaction SMILES: [NH2:1][C:2]1[C:3]([C:25]#[C:26][CH2:27][CH2:28][CH2:29][OH:30])=[N:4][CH:5]=[N:6][C:7]=1[NH:8][C:9]1[CH:14]=[CH:13][C:12]([O:15][CH2:16][C:17]2[CH:22]=[CH:21][CH:20]=[C:19]([F:23])[CH:18]=2)=[C:11]([Cl:24])[CH:10]=1>CN(C)C=O.[Cu]I>[Cl:24][C:11]1[CH:10]=[C:9]([NH:8][C:7]2[C:2]3[NH:1][C:26]([CH2:27][CH2:28][CH2:29][OH:30])=[CH:25][C:3]=3[N:4]=[CH:5][N:6]=2)[CH:14]=[CH:13][C:12]=1[O:15][CH2:16][C:17]1[CH:22]=[CH:21][CH:20]=[C:19]([F:23])[CH:18]=1. Reagents/catalysts: [Cu]I (copper(I) iodide). Reaction SMILES: [Cl:18][CH2:19][Cl:20].[F:1][C:2]([CH2:3][O:4][c:5]1[cH:6][cH:7][c:8]([N+:11]([O-:12])=[O:13])[cH:9][cH:10]1)([F:14])[F:15].[H:16][H:17]>>[F:1][C:2]([CH2:3][O:4][c:5]1[cH:6][cH:7][c:8]([NH2:11])[cH:9][cH:10]1)([F:14])[F:15]. Yields the product Nc1ccc(OCC(F)(F)F)cc1. Reactants: ClCCl, O=[N+]([O-])c1ccc(OCC(F)(F)F)cc1, [H][H]. The reactants are C(C)(C)OC(C)C (diisopropylether), C1(=CC=CC=C1)CC(=O)NC1[C@@H]2N(C(=C(CS2)C2COCC2)C(=S)OC(C2=CC=CC=C2)C2=CC=CC=C2)C1=O (Diphenylmethyl 7-phenylacetamido-3-(tetrahydrofuran-3-yl)thio-3-cephem-4-carboxylate), N1=CC=CC=C1 (pyridine), P(Cl)(Cl)(Cl)(Cl)Cl (phosphorus pentachloride). Solvent: CO (methanol), ClCCl (dichloromethane), O (water), ClCCl (dichloromethane). Run at temperature -20 celsius. Yields the product NC1[C@@H]2N(C(=C(CS2)C2COCC2)C(=S)OC(C2=CC=CC=C2)C2=CC=CC=C2)C1=O (Diphenylmethyl 7-Amino-3-(tetrahydrofuran-3-yl)thio-3-cephem-4-carboxylate), Cl (hydrochloride). Isolated yield 53.0%. As a reaction SMILES: C1(CC([NH:10][CH:11]2[C:39](=[O:40])[N:13]3[C:14]([C:23]([O:25][CH:26]([C:33]4[CH:38]=[CH:37][CH:36]=[CH:35][CH:34]=4)[C:27]4[CH:32]=[CH:31][CH:30]=[CH:29][CH:28]=4)=[S:24])=[C:15]([CH:18]4[CH2:22][CH2:21][O:20][CH2:19]4)[CH2:16][S:17][C@H:12]23)=O)C=CC=CC=1.N1C=CC=CC=1.P(Cl)(Cl)(Cl)(Cl)[Cl:48].C(OC(C)C)(C)C>ClCCl.O.CO>[NH2:10][CH:11]1[C:39](=[O:40])[N:13]2[C:14]([C:23]([O:25][CH:26]([C:27]3[CH:32]=[CH:31][CH:30]=[CH:29][CH:28]=3)[C:33]3[CH:38]=[CH:37][CH:36]=[CH:35][CH:34]=3)=[S:24])=[C:15]([CH:18]3[CH2:22][CH2:21][O:20][CH2:19]3)[CH2:16][S:17][C@H:12]12.[ClH:48]. Procedure details: Diphenylmethyl 7-phenylacetamido-3-(tetrahydrofuran-3-yl)thio-3-cephem-4-carboxylate (590 mg) was suspended in dichloromethane (8 ml) and the suspension was cooled to -20° C. To the cooled suspension were added pyridine (0.24 ml) and phosphorus pentachloride, and the resulting mixture was stirred under ice-cooling for 2 hours and then cooled again to -20° C. Anhydrous methanol (0.81 ml) was then added rapidly and the mixture was stirred under ice-cooling for 3 hours. Cold water (10 ml) and dichl... Reactants: [Al+3], Brc1ccc2c(c1)CCO2, C=C(C)CC(O)(C(=O)OCC)C(F)(F)F, [Cl-], [Cl-], [Cl-], S=C=S. Product: CCOC(=O)C(O)(CC(C)(C)c1cc(Br)cc2c1OCC2)C(F)(F)F. As a reaction SMILES: [Al+3:27].[Br:1][c:2]1[cH:3][cH:4][c:5]2[c:6]([cH:10]1)[CH2:7][CH2:8][O:9]2.[CH2:11]([CH3:12])[O:13][C:14]([C:15]([CH2:16][C:17](=[CH2:18])[CH3:19])([C:20]([F:21])([F:22])[F:23])[OH:24])=[O:25].[Cl-:26].[Cl-:28].[Cl-:29].[S:30]=[C:31]=[S:32]>>[Br:1][c:2]1[cH:3][c:4]([C:17]([CH2:16][C:15]([C:14]([O:13][CH2:11][CH3:12])=[O:25])([C:20]([F:21])([F:22])[F:23])[OH:24])([CH3:18])[CH3:19])[c:5]2[c:6]([cH:10]1)[CH2:7][CH2:8][O:9]2. The reactants are CCOC(=O)CBr, [H-], [Na+], C1CCOC1, O=C1CSCN1. Yields the product CCOC(=O)CN1CSCC1=O. RXN SMILES: [Br:9][CH2:10][C:11](=[O:12])[O:13][CH2:14][CH3:15].[H-:7].[Na+:8].[O:16]1[CH2:17][CH2:18][CH2:19][CH2:20]1.[O:1]=[C:2]1[NH:3][CH2:4][S:5][CH2:6]1>>[O:1]=[C:2]1[N:3]([CH2:10][C:11](=[O:12])[O:13][CH2:14][CH3:15])[CH2:4][S:5][CH2:6]1.